This data is from the Open Reaction Database (ORD), a public repository of structured organic reaction records. The task is: describe an organic reaction: reactants, conditions, products, and yield The reactants are COCOC1=C(C(=CC(=C1)OCOC)OC1=CC=C(C=C1)[N+](=O)[O-])C1=CC(=NO1)C(=O)OCC (ethyl 5-[2,4-bis(methoxymethoxy)-6-(4-nitrophenoxy)phenyl]isoxazole-3-carboxylate), Cl (HCl). The solvent is C(C)O (ethanol), O1CCOCC1 (dioxane). Run at time 5 hour. The product is OC1=C(C(=CC(=C1)O)OC1=CC=C(C=C1)[N+](=O)[O-])C1=CC(=NO1)C(=O)OCC (Ethyl 5-[2,4-dihydroxy-6-(4-nitrophenoxy)phenyl]isoxazole-3-carboxylate). The yield is 85.1%. Reaction SMILES: COC[O:4][C:5]1[CH:10]=[C:9]([O:11]COC)[CH:8]=[C:7]([O:15][C:16]2[CH:21]=[CH:20][C:19]([N+:22]([O-:24])=[O:23])=[CH:18][CH:17]=2)[C:6]=1[C:25]1[O:29][N:28]=[C:27]([C:30]([O:32][CH2:33][CH3:34])=[O:31])[CH:26]=1.Cl>C(O)C.O1CCOCC1>[OH:4][C:5]1[CH:10]=[C:9]([OH:11])[CH:8]=[C:7]([O:15][C:16]2[CH:17]=[CH:18][C:19]([N+:22]([O-:24])=[O:23])=[CH:20][CH:21]=2)[C:6]=1[C:25]1[O:29][N:28]=[C:27]([C:30]([O:32][CH2:33][CH3:34])=[O:31])[CH:26]=1. Procedure: To a stirred solution of ethyl 5-[2,4-bis(methoxymethoxy)-6-(4-nitrophenoxy)phenyl]isoxazole-3-carboxylate (25 g, 52 mmol) in ethanol (150 mL) was added 4 M HCl solution in dioxane at room temperature. The solution was set aside for 5 hours then the solvent was evaporated off and the residue taken up in diethyl ether, to provide the title compound (17.1 g, 83% yield). As a reaction SMILES: [C:1]([O:4][CH:5]([CH2:18][Cl:19])[C:6]1[CH:11]=[C:10]([S:12](=[O:15])(=[O:14])[NH2:13])[CH:9]=[CH:8][C:7]=1[O:16][CH3:17])(=[O:3])[CH3:2].COC(C)(C)C.P([O-])([O-])([O-])=O.[OH-].[Na+]>C(OCC)(=O)C>[C:1]([O:4][CH:5]([CH2:18][Cl:19])[C:6]1[CH:11]=[C:10]([S:12](=[O:14])(=[O:15])[NH2:13])[CH:9]=[CH:8][C:7]=1[O:16][CH3:17])(=[O:3])[CH3:2].[Cl:19][CH2:18][CH:5]([C:6]1[CH:11]=[C:10]([S:12](=[O:15])(=[O:14])[NH2:13])[CH:9]=[CH:8][C:7]=1[O:16][CH3:17])[OH:4] |f:3.4|. Conditions: time 15 minute. Reactants: alcohol, P(=O)([O-])([O-])[O-] (phosphate), [OH-].[Na+] (sodium hydroxide), alcohol, ester, ester, C(C)(=O)OC(C1=C(C=CC(=C1)S(N)(=O)=O)OC)CCl ((±)-α-chloromethyl-2-methoxy-5-sulphamoylbenzyl acetate), COC(C)(C)C (t-butyl methyl ether), ester. Procedure details: 2.86 g (9.3 mmol) of (±)-α-chloromethyl-2-methoxy-5-sulphamoylbenzyl acetate and 110 ml of t-butyl methyl ether are introduced into a 500-ml three-necked flask. The mixture is stirred for 15 minutes, 170 ml of phosphate buffer are then added and the mixture is stirred vigorously until an emulsion is obtained. 0.57 g (20%) of lipase SP 523 is then added and the reaction is monitored at room temperature using a pH-stat (addition of 1M sodium hydroxide) and by HPLC on a chiral column, and the degre... Solvent: C(C)(=O)OCC (ethyl acetate). Product: C(C)(=O)OC(C1=C(C=CC(=C1)S(N)(=O)=O)OC)CCl ((−)-α-chloromethyl-2-methoxy-5-sulphamoylbenzyl acetate), ClCC(O)C1=C(C=CC(=C1)S(N)(=O)=O)OC ((+)-α-chloromethyl-2-methoxy-5-sulphamoylbenzenemethanol). Reactants: BrC(C(=O)N1N=C(CC1(C1=CC=CC=C1)C)C1=C(C=CC(=C1)F)F)CC (1-(2-bromobutanoyl)-3-(2,5-difluorophenyl)-5-methyl-5-phenyl-4,5-dihydro-1H-pyrazole), CN1CCNCC1 (1-methylpiperazine). Solvent: CCCCO (n-BuOH). Yields the product FC1=C(C=C(C=C1)F)C1=NN(C(C1)(C1=CC=CC=C1)C)C(=O)C(CC)N1CCN(CC1)C (1-(1-{[3-(2,5-difluorophenyl)-5-methyl-5-phenyl-4,5-dihydro-1H-pyrazol-1-yl]carbonyl}propyl)-4-methylpiperazine). Reaction SMILES: Br[CH:2]([CH2:25][CH3:26])[C:3]([N:5]1[C:9]([CH3:16])([C:10]2[CH:15]=[CH:14][CH:13]=[CH:12][CH:11]=2)[CH2:8][C:7]([C:17]2[CH:22]=[C:21]([F:23])[CH:20]=[CH:19][C:18]=2[F:24])=[N:6]1)=[O:4].[CH3:27][N:28]1[CH2:33][CH2:32][NH:31][CH2:30][CH2:29]1>CCCCO>[F:24][C:18]1[CH:19]=[CH:20][C:21]([F:23])=[CH:22][C:17]=1[C:7]1[CH2:8][C:9]([CH3:16])([C:10]2[CH:15]=[CH:14][CH:13]=[CH:12][CH:11]=2)[N:5]([C:3]([CH:2]([N:31]2[CH2:32][CH2:33][N:28]([CH3:27])[CH2:29][CH2:30]2)[CH2:25][CH3:26])=[O:4])[N:6]=1. Reported procedure: A solution of the more polar (lower Rf on silica gel TLC plate) diastereomeric 1-(2-bromobutanoyl)-3-(2,5-difluorophenyl)-5-methyl-5-phenyl-4,5-dihydro-1H-pyrazole (1-1, 370 mg, 0.878 mmol, 1 equiv) and 1-methylpiperazine (0.500 mL, 0.536 mmol, 6.11 equiv) in n-BuOH (3 mL) was heated at 100° C. for 20 h. The reaction mixture was cooled and purified by reverse-phase LC (H2O/CH3CN gradient w/0.1% TFA present). The desired fractions were partitioned between a 1:1 saturated aqueous sodium bicarbonat... Reactants: O=C(O)c1sccc1OCc1ccccc1, CNOC, CCOC(C)=O, O=C(Cl)C(=O)Cl, ClCCl, Cl, [K+], [K+], O=C([O-])[O-], CN(C)C=O, O. The product is CON(C)C(=O)c1sccc1OCc1ccccc1. Reaction SMILES: [CH2:1]([c:2]1[cH:3][cH:4][cH:5][cH:6][cH:7]1)[O:8][c:9]1[c:10]([C:14](=[O:15])[OH:16])[s:11][cH:12][cH:13]1.[CH3:24][NH:25][O:26][CH3:27].[CH3:37][CH2:38][O:39][C:40](=[O:41])[CH3:42].[Cl:17][C:18]([C:19]([Cl:20])=[O:21])=[O:22].[Cl:34][CH2:35][Cl:36].[ClH:23].[K+:28].[K+:29].[O-:30][C:31]([O-:32])=[O:33].[O:44]=[CH:45][N:46]([CH3:47])[CH3:48].[OH2:43]>>[CH2:1]([c:2]1[cH:3][cH:4][cH:5][cH:6][cH:7]1)[O:8][c:9]1[c:10]([C:14](=[O:16])[N:25]([CH3:24])[O:26][CH3:27])[s:11][cH:12][cH:13]1.